This data is from the Open Reaction Database (ORD), a public repository of structured organic reaction records. The task is: describe an organic reaction: reactants, conditions, products, and yield Reactants: CN(C1=CC=CC=C1)C (N,N-dimethylaniline), S(=O)(Cl)Cl (thionyl chloride), FC1=CC=C(C(C(=O)O)=C1)O (5Fluorosalicylic acid), NC1=CC(=C(C(=C1)Cl)O)Cl (4-amino-2,6-dichlorophenol). Run in C1=CC=CC=C1 (benzene). The product is ClC=1C=C(NC(C2=C(C=CC(=C2)F)O)=O)C=C(C1O)Cl (3',5'-dichloro-2,4'-dihydroxy-5-fluorobenzanilide). Isolated yield 54.7%. RXN SMILES: [F:1][C:2]1[CH:10]=[C:6]([C:7]([OH:9])=O)[C:5]([OH:11])=[CH:4][CH:3]=1.[NH2:12][C:13]1[CH:18]=[C:17]([Cl:19])[C:16]([OH:20])=[C:15]([Cl:21])[CH:14]=1.CN(C)C1C=CC=CC=1.S(Cl)(Cl)=O>C1C=CC=CC=1>[Cl:19][C:17]1[CH:18]=[C:13]([CH:14]=[C:15]([Cl:21])[C:16]=1[OH:20])[NH:12][C:7](=[O:9])[C:6]1[CH:10]=[C:2]([F:1])[CH:3]=[CH:4][C:5]=1[OH:11]. Procedure details: 5Fluorosalicylic acid (5.15 g.) and 4-amino-2,6-dichlorophenol (5.88 g.) were well mixed to which was added benzene (10 ml.) and N,N-dimethylaniline (4.35 ml.). Then with stirring thionyl chloride (3.3 ml.) was added and refluxed 30 minutes. The resulting solution was evaporated and the residue was dissolved in ethyl acetate and subjected to decolorization with activated charcoal followed by washing with 2 N hydrochloric acid and 2.5% sodium bicarbonate solution. The ethyl acetate was then extra... Solvent: CO (methanol). Reaction SMILES: [OH:1][CH:2]1[CH:6]([OH:7])[CH:5]([CH2:8][OH:9])[CH2:4][CH:3]1[N+:10]1[CH:15]=[CH:14][CH:13]=[C:12]([C:16]([O:18]C)=O)[CH:11]=1.[CH3:20][S:21]([O-:24])(=[O:23])=[O:22].[NH3:25]>CO>[C:16]([C:12]1[CH:11]=[N+:10]([CH:3]2[CH2:4][CH:5]([CH2:8][OH:9])[CH:6]([OH:7])[CH:2]2[OH:1])[CH:15]=[CH:14][CH:13]=1)(=[O:18])[NH2:25].[CH3:20][S:21]([O-:24])(=[O:23])=[O:22] |f:0.1,4.5|. The product is C(N)(=O)C=1C=[N+](C=CC1)C1C(C(C(C1)CO)O)O.CS(=O)(=O)[O-] (3-Carbamoyl-1-(2,3-dihydroxy-4-hydroxymethyl-cyclopentyl)-pyridinium methansulfonate). Conditions: time 2.5 hour. The reactants are OC1C(CC(C1O)CO)[N+]1=CC(=CC=C1)C(=O)OC.CS(=O)(=O)[O-] (1-(2,3-Dihydroxy-4-hydroxymethyl-cyclopentyl)-3-methoxycarbonyl-pyridinium methansulfonate), N (ammonia). Procedure details: Crude 1-(2,3-Dihydroxy-4-hydroxymethyl-cyclopentyl)-3-methoxycarbonyl-pyridinium-methansulfonate 118.3 g, 173.7 mmol) was dissolved in 100.0 ml methanol. After the addition of methanolic ammonia (7M, 350.0 ml, 2.45 mol) the reaction mixture was stirred for 2.5 h. After removing the solvent under reduced pressure a red-brown oil was obtained that was further dried for 3 h (40° C., 10 mbar). This crude product is pre-purified with activated charcoal and used directly for the synthesis of cNAD (WO ... Reaction conditions: temperature 80 celsius. Solvent: [OH-].[Na+] (sodium hydroxide). Reactants: FC=1C=C2C(C(NC2=CC1F)=O)=O (5,6-difluoro-1H-indole-2,3-dione), OO (hydrogen peroxide), C (charcoal). As a reaction SMILES: [F:1][C:2]1[CH:3]=[C:4]2[C:8](=[CH:9][C:10]=1[F:11])[NH:7]C(=O)[C:5]2=[O:13].[OH:14]O.C>[OH-].[Na+]>[NH2:7][C:8]1[CH:9]=[C:10]([F:11])[C:2]([F:1])=[CH:3][C:4]=1[C:5]([OH:13])=[O:14] |f:3.4|. The product is NC1=C(C(=O)O)C=C(C(=C1)F)F (2-Amino-4,5-difluorobenzoic acid). Reported procedure: A solution of 20 g of 5,6-difluoro-1H-indole-2,3-dione in 200 ml of 2.5N sodium hydroxide was treated dropwise with 35.7 ml of 31.4% hydrogen peroxide. The reaction mixture was warmed to 80° C. for 15 minutes, then treated with charcoal and filtered. The filtrate was cooled in an ice bath and acidified with hydrochloric acid to pH 3.5. The resulting precipitate was crystallized from xylene, giving 14.18 g of the desired compound mp 176°-178° C. Starting materials: O=C1OC(=O)C(Cc2ccccc2)CC1Cc1ccccc1, CCO, Cc1ccccc1. The product is CCOC(=O)C(Cc1ccccc1)CC(Cc1ccccc1)C(=O)O. As a reaction SMILES: [CH2:1]([c:2]1[cH:3][cH:4][cH:5][cH:6][cH:7]1)[CH:8]1[C:9](=[O:10])[O:11][C:12](=[O:22])[CH:13]([CH2:15][c:16]2[cH:17][cH:18][cH:19][cH:20][cH:21]2)[CH2:14]1.[CH2:30]([CH3:31])[OH:32].[c:23]1([CH3:24])[cH:25][cH:26][cH:27][cH:28][cH:29]1>>[CH2:1]([c:2]1[cH:3][cH:4][cH:5][cH:6][cH:7]1)[CH:8]([C:9](=[O:10])[OH:11])[CH2:14][CH:13]([C:12](=[O:22])[O:32][CH2:30][CH3:31])[CH2:15][c:16]1[cH:17][cH:18][cH:19][cH:20][cH:21]1. The reactants are C(C)(C)(C)OC(=O)NC(=NC1=CC(=CC=C1)C1=NC=CC=C1[N+](=O)[O-])NC(=O)OC(C)(C)C (N,N′-bis(tert-butoxycarbonyl)-N″-(3-(3-nitropyridin-2-yl)phenyl)guanidine). The reagents and catalysts are [Pd] (palladium on carbon). Solvent: C(C)O (ethanol). Yields the product C(C)(C)(C)OC(=O)NC(=NC1=CC(=CC=C1)C1=NC=CC=C1N)NC(=O)OC(C)(C)C (N,N′-bis(tert-butoxycarbonyl)-N″-(3-(3-aminopyridin-2-yl)phenyl)guanidine). Isolated yield 66.9%. Reaction SMILES: [C:1]([O:5][C:6]([NH:8][C:9]([NH:26][C:27]([O:29][C:30]([CH3:33])([CH3:32])[CH3:31])=[O:28])=[N:10][C:11]1[CH:16]=[CH:15][CH:14]=[C:13]([C:17]2[C:22]([N+:23]([O-])=O)=[CH:21][CH:20]=[CH:19][N:18]=2)[CH:12]=1)=[O:7])([CH3:4])([CH3:3])[CH3:2]>C(O)C.[Pd]>[C:30]([O:29][C:27]([NH:26][C:9]([NH:8][C:6]([O:5][C:1]([CH3:4])([CH3:3])[CH3:2])=[O:7])=[N:10][C:11]1[CH:16]=[CH:15][CH:14]=[C:13]([C:17]2[C:22]([NH2:23])=[CH:21][CH:20]=[CH:19][N:18]=2)[CH:12]=1)=[O:28])([CH3:33])([CH3:32])[CH3:31]. Reported procedure: A suspension of N,N′-bis(tert-butoxycarbonyl)-N″-(3-(3-nitropyridin-2-yl)phenyl)guanidine (520 mg) in ethanol (15 ml) was hydrogenated over palladium on carbon (10% w/w, 50% wet, 500 mg) under a hydrogen atmosphere for 24 hours. The catalyst was filtered off, and the filtrate was evaporated under reduced pressure. The residue was triturated with ethanol, filtered, and dried to give N,N′-bis(tert-butoxycarbonyl)-N″-(3-(3-aminopyridin-2-yl)phenyl)guanidine (325 mg).